This data is from the Open Reaction Database (ORD), a public repository of structured organic reaction records. The task is: describe an organic reaction: reactants, conditions, products, and yield Reactants: ClC1=NC=NC(=C1)C1=C(C=CC=C1F)F (4-chloro-6-(2,6-difluorophenyl)pyrimidine), C(C#CC)O (2-butyn-1-ol), O (water), [H-].[Na+] (sodium hydride). Solvent: CN(C=O)C (N,N-dimethylformamide). Reaction conditions: time 9 hour. The product is FC1=C(C(=CC=C1)F)C1=NC=NC(=C1)OCC#CC (4-(2,6-difluorophenyl)-6-(2-butynyloxy)pyrimidine). Yield: 43.9%. Reaction SMILES: Cl[C:2]1[CH:7]=[C:6]([C:8]2[C:13]([F:14])=[CH:12][CH:11]=[CH:10][C:9]=2[F:15])[N:5]=[CH:4][N:3]=1.[CH2:16]([OH:20])[C:17]#[C:18][CH3:19].[H-].[Na+].O>CN(C)C=O>[F:15][C:9]1[CH:10]=[CH:11][CH:12]=[C:13]([F:14])[C:8]=1[C:6]1[CH:7]=[C:2]([O:20][CH2:16][C:17]#[C:18][CH3:19])[N:3]=[CH:4][N:5]=1 |f:2.3|. Procedure details: In 10 ml of N,N-dimethylformamide were dissolved 226 mg of 4-chloro-6-(2,6-difluorophenyl)pyrimidine and 84 mg of 2-butyn-1-ol, to which 48 mg of sodium hydride (60% in oil) was added, followed by stirring at room temperature for 9 hours. The reaction mixture was then poured into water and extracted with ethyl acetate. The organic layer was washed with a saturated aqueous sodium chloride solution, dried over anhydrous magnesium sulfate, and then concentrated. The resulting residue was subjected ... Reactants: CC(C)(C)OC(=O)NS(=O)(=O)ON1C(=O)CCC1=O, COCCO, CCOC(=O)N=NC(=O)OCC, C1CCOC1, c1ccc(P(c2ccccc2)c2ccccc2)cc1. The product is COCCN(C(=O)OC(C)(C)C)S(=O)(=O)ON1C(=O)CCC1=O. Reaction SMILES: [C:1]([CH3:2])([CH3:3])([CH3:4])[O:5][C:6](=[O:7])[NH:8][S:9](=[O:10])(=[O:11])[O:12][N:13]1[C:14](=[O:19])[CH2:15][CH2:16][C:17]1=[O:18].[CH3:20][O:21][CH2:22][CH2:23][OH:24].[O:44]=[C:45]([O:46][CH2:47][CH3:48])[N:49]=[N:50][C:51]([O:52][CH2:53][CH3:54])=[O:55].[O:56]1[CH2:57][CH2:58][CH2:59][CH2:60]1.[c:25]1([P:26]([c:27]2[cH:28][cH:29][cH:30][cH:31][cH:32]2)[c:33]2[cH:34][cH:35][cH:36][cH:37][cH:38]2)[cH:39][cH:40][cH:41][cH:42][cH:43]1>>[C:1]([CH3:2])([CH3:3])([CH3:4])[O:5][C:6](=[O:7])[N:8]([S:9](=[O:10])(=[O:11])[O:12][N:13]1[C:14](=[O:19])[CH2:15][CH2:16][C:17]1=[O:18])[CH2:23][CH2:22][O:21][CH3:20]. The reactants are FC1=CC=C(C=C1)C=1OC2=C(N1)C=CC=C2C(=O)O (2-(4-fluorophenyl)benzoxazole-7-carboxylic acid), Cl.Cl.NC1CC2CCCC(C1)N2C (3-amino-9-methyl-9-azabicyclo[3.3.1]nonane dihydrochloride). Product: CN1C2CC(CC1CCC2)NC(=O)C2=CC=CC=1N=C(OC12)C1=CC=C(C=C1)F (N-(9-Methyl-9-azabicyclo[3.3.1]non-3-yl)-2-(4-fluorophenyl)benzoxazole-7-carboxamide). Yield: 15.0%. RXN SMILES: [F:1][C:2]1[CH:7]=[CH:6][C:5]([C:8]2[O:9][C:10]3[C:16]([C:17]([OH:19])=O)=[CH:15][CH:14]=[CH:13][C:11]=3[N:12]=2)=[CH:4][CH:3]=1.Cl.Cl.[NH2:22][CH:23]1[CH2:30][CH:29]2[N:31]([CH3:32])[CH:25]([CH2:26][CH2:27][CH2:28]2)[CH2:24]1>>[CH3:32][N:31]1[CH:25]2[CH2:26][CH2:27][CH2:28][CH:29]1[CH2:30][CH:23]([NH:22][C:17]([C:16]1[C:10]3[O:9][C:8]([C:5]4[CH:4]=[CH:3][C:2]([F:1])=[CH:7][CH:6]=4)=[N:12][C:11]=3[CH:13]=[CH:14][CH:15]=1)=[O:19])[CH2:24]2 |f:1.2.3|. Procedure: N-(9-Methyl-9-azabicyclo[3.3.1]non-3-yl)-2-(4-fluorophenyl)benzoxazole-7-carboxamide was prepared from 2-(4-fluorophenyl)benzoxazole-7-carboxylic acid and 3-amino-9-methyl-9-azabicyclo[3.3.1]nonane dihydrochloride using the method outlined in Step C of Example 14. This compound was obtained in 15% yield as an off-white solid: mp 229-231° C.; 1H NMR (500 MHz, DMSO-d6) δ 8.26 (m, 2H), 8.20 (d, J=8.3 Hz, 1H), 7.94 (dd, J=1.0, 7.9 Hz, 1H), 7.71 (dd, J=1.0, 7.6 Hz, 1H), 7.50 (m, 3H), 4.39 (m, 1H), 3.... Reactants: C(C)(C)(C)[Si](O[C@@H]1[C@@H]2CC[C@@H]([C@]2(CCC1)C)[C@@H](CO)C)(C)C ((S)-2-[(1R,3aR,4S,7aR)-4-(tert-butyl-dimethyl-silanyloxy)-7a-methyl-octahydro-inden-1-yl]-propan-1-ol), CCOC(=O)/N=N/C(=O)OCC (DEAD), OC(C(=O)O)(C)C (2-hydroxy-isobutyric acid), C1=CC=C(C=C1)P(C2=CC=CC=C2)C3=CC=CC=C3 (PPh3). The solvent is O (water), C1CCOC1 (THF), C1CCOC1 (THF). Run at temperature 0 celsius. The product is C(C)(C)(C)[Si](O[C@@H]1[C@@H]2CC[C@@H]([C@]2(CCC1)C)[C@@H](COC(C(C)(C)O)=O)C)(C)C (2-hydroxy-2-methyl-propionic acid(S)-2-[(1R,3aR,4S,7aR)-4-(tert-butyl-dimethyl-silanyloxy)-7a-methyl-octahydro-inden-1-yl]-propyl ester). Yield: 0.1%. Reaction SMILES: [C:1]([Si:5]([CH3:22])([CH3:21])[O:6][C@H:7]1[CH2:15][CH2:14][CH2:13][C@@:12]2([CH3:16])[C@H:8]1[CH2:9][CH2:10][C@@H:11]2[C@H:17]([CH3:20])[CH2:18][OH:19])([CH3:4])([CH3:3])[CH3:2].C1C=CC(P(C2C=CC=CC=2)C2C=CC=CC=2)=CC=1.CCOC(/N=N/C(OCC)=O)=O.[OH:54][C:55]([CH3:60])([CH3:59])[C:56](O)=[O:57]>C1COCC1.O>[C:1]([Si:5]([CH3:22])([CH3:21])[O:6][C@H:7]1[CH2:15][CH2:14][CH2:13][C@@:12]2([CH3:16])[C@H:8]1[CH2:9][CH2:10][C@@H:11]2[C@H:17]([CH3:20])[CH2:18][O:19][C:56](=[O:57])[C:55]([OH:54])([CH3:60])[CH3:59])([CH3:3])([CH3:4])[CH3:2]. Procedure: 200 mg (0,612 mmol) of (S)-2-[(1R,3aR,4S,7aR)-4-(tert-butyl-dimethyl-silanyloxy)-7a-methyl-octahydro-inden-1-yl]-propan-1-ol was dissolved in THF (2 ml). PPh3 (169 mg; 0,643 mmol) was added and the mixture cooled to 0° C. To this, a solution of DEAD (95 mg; 0,612 mmol) and 2-hydroxy-isobutyric acid (64 mg; 0,612 mmol) in THF (2 ml) was added dropwise via cannula. After four hours the reaction mixture was poured in cold water, extracted with ether and dried over Na2SO4. Removal of the solvent and... Run in ClCCCl (1,2-dichloroethane). Yields the product C(C)OC(C(C=C(CCOC)CBr)NC=O)=O (4-bromomethyl-2-formylamino-6-methoxy-hex-3-enoic acid ethyl ester). Run at time 45 minute. Reaction SMILES: [CH2:1]([O:3][C:4](=[O:17])[CH:5]([NH:14][CH:15]=[O:16])[CH:6](O)[C:7](=[CH2:12])[CH2:8][CH2:9][O:10][CH3:11])[CH3:2].S(Br)([Br:20])=O.O>ClCCCl>[CH2:1]([O:3][C:4](=[O:17])[CH:5]([NH:14][CH:15]=[O:16])[CH:6]=[C:7]([CH2:12][Br:20])[CH2:8][CH2:9][O:10][CH3:11])[CH3:2]. Starting materials: S(=O)(Br)Br (thionyl bromide), C(C)OC(C(C(C(CCOC)=C)O)NC=O)=O (2-formylamino-3-hydroxy-6-methoxy-4-methylene-hexanoic acid ethyl ester), O (water). Procedure: 19.0 g (77.5 mmol) of 2-formylamino-3-hydroxy-6-methoxy-4-methylene-hexanoic acid ethyl ester are dissolved in 190 ml of 1,2-dichloroethane, and 7.20 ml (93.0 mmol) of thionyl bromide are added dropwise at room temperature. After 45 minutes, 100 ml of water are added and the mixture is stirred vigorously for 10 minutes. The organic phase is separated off, washed in succession with water, 1N potassium hydrogen carbonate solution and again with water, dried over sodium sulfate, filtered and concen... Reactants: [I-].C[S+](=O)(C)C (trimethylsulfoxonium iodide), CCN(C1CCCCC1)C(=O)SCC (Ronit), [H-].[Na+] (sodium hydride), COC1CCC(CC1)=O (4-methoxycyclohexanone). The solvent is O (water), CS(=O)C (dimethylsulfoxide), CS(=O)C (dimethylsulfoxide). Run at time 30 minute. Yields the product COC1CCC2(CO2)CC1 (6-Methoxy-1-oxaspiro[2,5]octane). As a reaction SMILES: [H-].[Na+].[I-].C[S+](C)(C)=O.[CH3:9][O:10][CH:11]1[CH2:16][CH2:15][C:14](=[O:17])[CH2:13][CH2:12]1.[CH3:18]CN(C(SCC)=O)C1CCCCC1>CS(C)=O.O>[CH3:9][O:10][CH:11]1[CH2:16][CH2:15][C:14]2([O:17][CH2:18]2)[CH2:13][CH2:12]1 |f:0.1,2.3|. Reported procedure: To a stirred suspension of sodium hydride (60% in mineral oil, 1.20 g, 30.0 mmol) in dimethylsulfoxide (19 mL) was added trimethylsulfoxonium iodide (6.89 g, 31.3 mmol) at room temperature, and the mixture was stirred at room temperature for 30 min. To this mixture was added a solution of 4-methoxycyclohexanone (3.53 g, 10.0 mmol, prepared according to Shvily, Ronit et al., J. Chem. Soc. Perkin Trans. 2, 1997, 6, 1221) in dimethylsulfoxide (95 mL) dropwise at room temperature, and the mixture wa... The reactants are ClC1=NC=2N(C(N(C(C2N1)=O)C)=O)C (8-chloro-1,3-dimethyl-3,7-dihydropurine-2,6-dione), C(C=C)Br (allyl bromide), C([O-])([O-])=O.[K+].[K+] (potassium carbonate). Run in CN(C=O)C (N,N-dimethylformamide). Conditions: time 8 hour. The product is C(C=C)N1C(=NC=2N(C(N(C(C12)=O)C)=O)C)Cl (7-Allyl-8-chloro-1,3-dimethyl-3,7-dihydropurine-2,6-dione). RXN SMILES: [Cl:1][C:2]1[NH:10][C:9]2[C:8](=[O:11])[N:7]([CH3:12])[C:6](=[O:13])[N:5]([CH3:14])[C:4]=2[N:3]=1.[CH2:15](Br)[CH:16]=[CH2:17].C(=O)([O-])[O-].[K+].[K+]>CN(C)C=O>[CH2:17]([N:10]1[C:9]2[C:8](=[O:11])[N:7]([CH3:12])[C:6](=[O:13])[N:5]([CH3:14])[C:4]=2[N:3]=[C:2]1[Cl:1])[CH:16]=[CH2:15] |f:2.3.4|. Procedure details: A mixture of 8-chloro-1,3-dimethyl-3,7-dihydropurine-2,6-dione (10.7 g), allyl bromide (5.2 ml), anhydrous potassium carbonate (10.3 g), and N,N-dimethylformamide (75 ml) was stirred at room temperature overnight. The reaction mixture was extracted with ethyl acetate and water, and the organic layer was washed with water and saturated brine, dried over anhydrous magnesium sulfate, and filtered through a small amount of silica gel. The silica gel was washed with ethyl acetate, and the eluate was ...